The task is: describe an organic reaction: reactants, conditions, products, and yield. This data is from the Open Reaction Database (ORD), a public repository of structured organic reaction records. Starting materials: C(C1=CC=CC=C1)OCC[C@H](NC(=O)OC(C)(C)C)C(=O)O (O-benzyl-N-(tert-butoxycarbonyl)homoserine), C[Si](C)(C)C=[N+]=[N-] (trimethylsilyldiazomethane), CCCCCC (hexane). The solvent is CO.C1=CC=CC=C1 (methanol benzene). Reaction conditions: time 1.5 hour. The product is C(C1=CC=CC=C1)OCC[C@H](NC(=O)OC(C)(C)C)C(=O)OC (Methyl O-benzyl-N-(tert-butoxycarbonyl)homoserinate). As a reaction SMILES: [CH2:1]([O:8][CH2:9][CH2:10][C@@H:11]([C:20]([OH:22])=[O:21])[NH:12][C:13]([O:15][C:16]([CH3:19])([CH3:18])[CH3:17])=[O:14])[C:2]1[CH:7]=[CH:6][CH:5]=[CH:4][CH:3]=1.[CH3:23][Si](C=[N+]=[N-])(C)C.CCCCCC>CO.C1C=CC=CC=1>[CH2:1]([O:8][CH2:9][CH2:10][C@@H:11]([C:20]([O:22][CH3:23])=[O:21])[NH:12][C:13]([O:15][C:16]([CH3:17])([CH3:18])[CH3:19])=[O:14])[C:2]1[CH:3]=[CH:4][CH:5]=[CH:6][CH:7]=1 |f:3.4|. Procedure: To O-benzyl-N-(tert-butoxycarbonyl)homoserine (5.8 g, 18.9 mmol) in 20% methanol/benzene (72 mL) is added 2M trimethylsilyldiazomethane in hexane (12.3 mL, 24.5 mmol), and the reaction stirred at room temperature 1.5 h. The solution is concentrated under reduced pressure to give the title compound in pure form. ESI MS m/z 324.2 [M+H]+. Starting materials: [OH-].[Na+] (Sodium hydroxide), CC1(CC(C2=C(C(=C(S2)N2CCOCC2)C2=CC(=NC=C2)C2=CC(=NC=C2)C(=O)OC)C1)=O)C (Methyl 4-(5,5-dimethyl-2-(morpholin-4-yl)-7-oxo-4,5,6,7-tetrahydro-1-benzothien-3-yl)-2,4′-bipyridine-2′-carboxylate), Cl (hydrochloric acid). Run at time 2 hour. The yield is 92.5%. Product: CC1(CC(C2=C(C(=C(S2)N2CCOCC2)C2=CC(=NC=C2)C2=CC(=NC=C2)C(=O)O)C1)=O)C (4-(5,5-Dimethyl-2-(morpholin-4-yl)-7-oxo-4,5,6,7-tetrahydro-1-benzothien-3-yl)-2,4′-bipyridine-2′-carboxylic Acid). Procedure: Sodium hydroxide (11 mg, 0.27 mmol) was added to a mixture of Example 215 (65 mg, 0.14 mmol) in EtOH (5 mL) and water (1 mL) and the reaction mixture was stirred at room temperature for 2 h. Water (5 mL) was added; the reaction mixture was adjusted to pH 6 with 1N aqueous hydrochloric acid and then extracted with EtOAc (2×15 mL). The combined organic layers were dried (magnesium sulfate) and the solvent was removed in vacuo to give the title compound (60 mg, 92%) as a yellow solid. δH (CDCl3) 8.... Run in CCO (EtOH), O (water), O (Water). Reaction SMILES: [OH-].[Na+].[CH3:3][C:4]1([CH3:36])[CH2:34][C:8]2[C:9]([C:18]3[CH:23]=[CH:22][N:21]=[C:20]([C:24]4[CH:29]=[CH:28][N:27]=[C:26]([C:30]([O:32]C)=[O:31])[CH:25]=4)[CH:19]=3)=[C:10]([N:12]3[CH2:17][CH2:16][O:15][CH2:14][CH2:13]3)[S:11][C:7]=2[C:6](=[O:35])[CH2:5]1.Cl>CCO.O>[CH3:3][C:4]1([CH3:36])[CH2:34][C:8]2[C:9]([C:18]3[CH:23]=[CH:22][N:21]=[C:20]([C:24]4[CH:29]=[CH:28][N:27]=[C:26]([C:30]([OH:32])=[O:31])[CH:25]=4)[CH:19]=3)=[C:10]([N:12]3[CH2:17][CH2:16][O:15][CH2:14][CH2:13]3)[S:11][C:7]=2[C:6](=[O:35])[CH2:5]1 |f:0.1|. Reactants: COC(=O)C1=CCC2CCC1N2c1ccc(C#N)c2ccccc12, CO, [Pd]. The product is COC(=O)C1CCC2CCC1N2c1ccc(C#N)c2ccccc12. As a reaction SMILES: [CH3:1][O:2][C:3](=[O:4])[C:5]1=[CH:11][CH2:10][CH:9]2[CH2:8][CH2:7][CH:6]1[N:12]2[c:13]1[cH:14][cH:15][c:16]([C:23]#[N:24])[c:17]2[cH:18][cH:19][cH:20][cH:21][c:22]12.[CH3:25][OH:26].[Pd:27]>>[CH3:1][O:2][C:3](=[O:4])[CH:5]1[CH:6]2[CH2:7][CH2:8][CH:9]([CH2:10][CH2:11]1)[N:12]2[c:13]1[cH:14][cH:15][c:16]([C:23]#[N:24])[c:17]2[cH:18][cH:19][cH:20][cH:21][c:22]12.